Dataset: the Open Reaction Database (ORD), a public repository of structured organic reaction records. Task: describe an organic reaction: reactants, conditions, products, and yield Reactants: C1COCCO1, [O-][Cl+3]([O-])([O-])O, O, CCOC(C)=NOS(=O)(=O)c1c(C)cc(C)cc1C. Yields the product Cc1cc(C)c(S(=O)(=O)ON)c(C)c1. Reaction SMILES: [CH2:26]1[O:27][CH2:28][CH2:29][O:30][CH2:31]1.[Cl+3:20]([OH:21])([O-:22])([O-:23])[O-:24].[OH2:25].[c:1]1([CH3:19])[c:2]([S:9](=[O:10])(=[O:11])[O:12][N:13]=[C:14]([O:15][CH2:16][CH3:17])[CH3:18])[c:3]([CH3:8])[cH:4][c:5]([CH3:7])[cH:6]1>>[c:1]1([CH3:19])[c:2]([S:9](=[O:10])(=[O:11])[O:12][NH2:13])[c:3]([CH3:8])[cH:4][c:5]([CH3:7])[cH:6]1. The reactants are NC(=S)CCc1ccco1, CC(=O)OC(C)=O, CCOC(C)=O, c1ccncc1. The product is CC(=O)NC(=S)CCc1ccco1. RXN SMILES: [CH2:1]([c:2]1[cH:3][cH:4][cH:5][o:6]1)[CH2:7][C:8](=[S:9])[NH2:10].[CH3:11][C:12](=[O:13])[O:14][C:15](=[O:16])[CH3:17].[CH3:18][CH2:19][O:20][C:21](=[O:22])[CH3:23].[cH:24]1[cH:25][cH:26][n:27][cH:28][cH:29]1>>[CH2:1]([c:2]1[cH:3][cH:4][cH:5][o:6]1)[CH2:7][C:8](=[S:9])[NH:10][C:12]([CH3:11])=[O:13]. Reactants: Cc1nc2c(S(=O)(=O)Cl)cccc2s1, N, C1CCOC1. Product: Cc1nc2c(S(N)(=O)=O)cccc2s1. Reaction SMILES: [CH3:1][c:2]1[s:3][c:4]2[c:5]([n:6]1)[c:7]([S:11](=[O:12])(=[O:13])[Cl:14])[cH:8][cH:9][cH:10]2.[NH3:15].[O:16]1[CH2:17][CH2:18][CH2:19][CH2:20]1>>[CH3:1][c:2]1[s:3][c:4]2[c:5]([n:6]1)[c:7]([S:11](=[O:12])(=[O:13])[NH2:15])[cH:8][cH:9][cH:10]2. Starting materials: O=C(O)C(F)(F)F, CSc1ccccc1, O=C1C(Cc2c[nH]c3ccccc23)NCCN1CCc1ccc(OCc2ccccc2)cc1. Yields the product O=C1C(Cc2c[nH]c3ccccc23)NCCN1CCc1ccc(O)cc1. Reaction SMILES: [OH:42][C:43]([C:44]([F:45])([F:46])[F:47])=[O:48].[c:34]1([S:35][CH3:36])[cH:37][cH:38][cH:39][cH:40][cH:41]1.[nH:1]1[cH:2][c:3]([CH2:10][CH:11]2[C:12](=[O:33])[N:13]([CH2:17][CH2:18][c:19]3[cH:20][cH:21][c:22]([O:25][CH2:26][c:27]4[cH:28][cH:29][cH:30][cH:31][cH:32]4)[cH:23][cH:24]3)[CH2:14][CH2:15][NH:16]2)[c:4]2[cH:5][cH:6][cH:7][cH:8][c:9]12>>[nH:1]1[cH:2][c:3]([CH2:10][CH:11]2[C:12](=[O:33])[N:13]([CH2:17][CH2:18][c:19]3[cH:20][cH:21][c:22]([OH:25])[cH:23][cH:24]3)[CH2:14][CH2:15][NH:16]2)[c:4]2[cH:5][cH:6][cH:7][cH:8][c:9]12. Starting materials: C(C)(C)(C)OC(=O)N1C(\C(\C2=CC=C(C=C12)Cl)=C/C1=C(C=CC(=C1)Cl)OCS(=O)C)=O (Z-6-chloro-3-(5-chloro-2-methanesulfinylmethoxy-benzylidene)-2-oxo-2,3-dihydro-indole-1-carboxylic acid tert-butyl ester), FC=1C=CC(=C(C1)C=NC(=C)O[Si](C)(C)C)C (1-(5-fluoro-2-methyl-phenyl)-3-trimethylsilyoxy-2-aza-1,3-butadiene). The solvent is C1(=CC=CC=C1)C (toluene). Yields the product ClC1=CC=C2C(=C1)NC(C21C(NC(CC1C1=C(C=CC(=C1)Cl)OCS(=O)C)=O)C1=C(C=CC(=C1)F)C)=O (Racemic (2′S,3S,4′R)-6-chloro-4′-(5-chloro-2-methanesulfinylmethoxy-phenyl)-2′-(5-fluoro-2-methyl-phenyl)spiro[3H-indole-3,3′-piperidine]-2,6′(1H)-dione). Yield: 9.7%. RXN SMILES: C(OC([N:8]1[C:16]2[C:11](=[CH:12][CH:13]=[C:14]([Cl:17])[CH:15]=2)/[C:10](=[CH:18]/[C:19]2[CH:24]=[C:23]([Cl:25])[CH:22]=[CH:21][C:20]=2[O:26][CH2:27][S:28]([CH3:30])=[O:29])/[C:9]1=[O:31])=O)(C)(C)C.[F:32][C:33]1[CH:34]=[CH:35][C:36]([CH3:48])=[C:37]([CH:39]=[N:40][C:41]([O:43][Si](C)(C)C)=[CH2:42])[CH:38]=1>C1(C)C=CC=CC=1>[Cl:17][C:14]1[CH:15]=[C:16]2[NH:8][C:9](=[O:31])[C:10]3([CH:18]([C:19]4[CH:24]=[C:23]([Cl:25])[CH:22]=[CH:21][C:20]=4[O:26][CH2:27][S:28]([CH3:30])=[O:29])[CH2:42][C:41](=[O:43])[NH:40][CH:39]3[C:37]3[CH:38]=[C:33]([F:32])[CH:34]=[CH:35][C:36]=3[CH3:48])[C:11]2=[CH:12][CH:13]=1. Procedure: In a manner similar to the method described in Example 10d, E/Z-6-chloro-3-(5-chloro-2-methanesulfinylmethoxy-benzylidene)-2-oxo-2,3-dihydro-indole-1-carboxylic acid tert-butyl ester (400 mg, 0.83 mmol) was reacted with 1-(5-fluoro-2-methyl-phenyl)-3-trimethylsilyoxy-2-aza-1,3-butadiene (5 mmol) in toluene to give the title compound as a white solid (45 mg). Starting materials: Cl.COC([C@@H](NC(C1=C(C=CC=C1C)Cl)=O)CC1=CC=C(C=C1)NC(=O)C1NCCCC1)=O ((S)-N-(2-chloro-6-methylbenzoyl)-4-[[(2-piperidinyl)carbonyl]amino]-L-phenylalanine methyl ester hydrochloride), CCN(C(C)C)C(C)C (DIPEA), OC1=CC=C(C=O)C=C1 (4-hydroxybenzaldehyde). Solvent: C1CCOC1 (THF). Run at temperature 60 celsius, time 3 hour. The product is COC([C@@H](N)CC1=CC=C(C=C1)N1C(N2[C@@H](CCCC2)C1=O)C1=CC=C(C=C1)O)=O (4-[(8aS)-hexahydro-3-(4-hydroxyphenyl)-1-oxoimidazo[1.5-a]pyridin-2-yl]-L-phenylalanine methyl ester). Yield: 15.5%. Reaction SMILES: Cl.[CH3:2][O:3][C:4](=[O:33])[C@H:5]([CH2:17][C:18]1[CH:23]=[CH:22][C:21]([NH:24][C:25]([CH:27]2[CH2:32][CH2:31][CH2:30][CH2:29][NH:28]2)=[O:26])=[CH:20][CH:19]=1)[NH:6]C(=O)C1C(C)=CC=CC=1Cl.CCN(C(C)C)C(C)C.[OH:43][C:44]1[CH:51]=[CH:50][C:47]([CH:48]=O)=[CH:46][CH:45]=1>C1COCC1>[CH3:2][O:3][C:4](=[O:33])[C@H:5]([CH2:17][C:18]1[CH:19]=[CH:20][C:21]([N:24]2[C:25](=[O:26])[C@@H:27]3[CH2:32][CH2:31][CH2:30][CH2:29][N:28]3[CH:48]2[C:47]2[CH:50]=[CH:51][C:44]([OH:43])=[CH:45][CH:46]=2)=[CH:22][CH:23]=1)[NH2:6] |f:0.1|. Procedure details: (S)-N-(2-chloro-6-methylbenzoyl)-4-[[(2-piperidinyl)carbonyl]amino]-L-phenylalanine methyl ester hydrochloride (100 mg, 0.2 mmol), DIPEA (0.10 mL, 0.54 mmol) and 4-hydroxybenzaldehyde (30 mg, 0.25 mmol) was added to a suspension of activated 3 Å molecular sieves (100 mg) in THF (1.5 mL). The resulting mixture was stirred room temperature overnight and at 60° C. for 3 hr. After it was cooled to room temperature, the mixture was transferred onto a silica gel column and eluted with ethyl acetate:he... Starting materials: C(C1=CC=CC=C1)[C@@H]1N(C(OC1)(C)C)C(CC1=CN(C=C1)C1=CC=C(C=C1)C1=CC=CC=C1)=O ((4(S)-benzyl-2,2-dimethyl-oxazolidin-3-yl)-2-(biphenyl-4-yl-1H-pyrrol-3-yl)-ethanone), C(C)OC(C(C1=CC=C(O1)C1=CC=C(C=C1)C1=CC=CC=C1)OC(C)=O)=O (2-acetoxy-2-(2-biphenyl-4-yl-furan-5-yl)-acetic acid ethyl ester). The product is C(C)OC(CC1=CC=C(O1)C1=CC=C(C=C1)C1=CC=CC=C1)=O (2-(2-biphenyl-4-yl-furan-5-yl)-acetic acid ethyl ester). The yield is 61.0%. As a reaction SMILES: C([C@H]1COC(C)(C)N1C(=O)CC1C=CN(C2C=CC(C3C=CC=CC=3)=CC=2)C=1)C1C=CC=CC=1.[CH2:35]([O:37][C:38](=[O:61])[CH:39](OC(=O)C)[C:40]1[O:44][C:43]([C:45]2[CH:50]=[CH:49][C:48]([C:51]3[CH:56]=[CH:55][CH:54]=[CH:53][CH:52]=3)=[CH:47][CH:46]=2)=[CH:42][CH:41]=1)[CH3:36]>>[CH2:35]([O:37][C:38](=[O:61])[CH2:39][C:40]1[O:44][C:43]([C:45]2[CH:50]=[CH:49][C:48]([C:51]3[CH:56]=[CH:55][CH:54]=[CH:53][CH:52]=3)=[CH:47][CH:46]=2)=[CH:42][CH:41]=1)[CH3:36]. Procedure details: According to the procedure described in Example 13 for the preparation of (4(S)-benzyl-2,2-dimethyl-oxazolidin-3-yl)-2-(biphenyl-4-yl-1H-pyrrol-3-yl)-ethanone, 2-acetoxy-2-(2-biphenyl-4-yl-furan-5-yl)-acetic acid ethyl ester was hydrogenolyzed to provide in 61% yield 2-(2-biphenyl-4-yl-furan-5-yl)-acetic acid ethyl ester as a white solid, mp 77-78° C.